This data is from the Open Reaction Database (ORD), a public repository of structured organic reaction records. The task is: describe an organic reaction: reactants, conditions, products, and yield Reactants: ClC1=C(C(=O)Cl)C=CC(=C1)Cl (2,4-dichlorobenzoyl chloride), O1CCCC1 (tetrahydrofuran), C(CC)[Mg]Br (Propyl magnesium bromide). The yield is 96.0%. Product: ClC(C(=O)C1=CC=CC=C1)CCCl (2,4-dichlorobutyrophenone). Reaction SMILES: [Cl:1][C:2]1C=C(Cl)C=C[C:3]=1[C:4]([Cl:6])=O.[CH2:12]([Mg]Br)[CH2:13][CH3:14].[O:17]1[CH2:21][CH2:20][CH2:19][CH2:18]1>[Cu]I>[Cl:1][CH:2]([CH2:3][CH2:4][Cl:6])[C:21]([C:20]1[CH:14]=[CH:13][CH:12]=[CH:18][CH:19]=1)=[O:17]. Conditions: temperature -20 celsius, time 10 minute. Reagents/catalysts: [Cu]I (copper (I) iodide). Reported procedure: To a solution of 2,4-dichlorobenzoyl chloride (4.5 g, 21.5 mmol) in tetrahydrofuran (30 ml) was treated with copper (I) iodide (200 mg) and cooled to -20° C. Propyl magnesium bromide (2.0M in diethyl ether, 11 ml, 11 mmol) was slowly injected (10 minutes) under nitrogen. The yellow suspension was stirred at -20° C. to -15° C. for 10 minutes, the cooling bath was removed and stirring was continued for another hour. The reaction was quenched with water, and the product was extracted with toluene. ... Starting materials: C1COCCN1, COCCOC, COc1cc2c(Nc3ccc(C)c(O)c3)c(C#N)cnc2cc1OCCCl, [I-], [Na+]. The product is COc1cc2c(Nc3ccc(C)c(O)c3)c(C#N)cnc2cc1OCCN1CCOCC1. RXN SMILES: [CH2:28]1[CH2:29][O:30][CH2:31][CH2:32][NH:33]1.[CH3:36][O:37][CH2:38][CH2:39][O:40][CH3:41].[Cl:1][CH2:2][CH2:3][O:4][c:5]1[c:6]([O:26][CH3:27])[cH:7][c:8]2[c:9]([NH:17][c:18]3[cH:19][c:20]([OH:25])[c:21]([CH3:24])[cH:22][cH:23]3)[c:10]([C:15]#[N:16])[cH:11][n:12][c:13]2[cH:14]1.[I-:35].[Na+:34]>>[CH2:2]([CH2:3][O:4][c:5]1[c:6]([O:26][CH3:27])[cH:7][c:8]2[c:9]([NH:17][c:18]3[cH:19][c:20]([OH:25])[c:21]([CH3:24])[cH:22][cH:23]3)[c:10]([C:15]#[N:16])[cH:11][n:12][c:13]2[cH:14]1)[N:33]1[CH2:28][CH2:29][O:30][CH2:31][CH2:32]1. The reactants are C(C)(=O)C1=CC(=C(NS(=O)(=O)C)C=C1)OC1=C(C=C(C=C1)F)F (4'-acetyl-2'-(2,4-difluorophenoxy)methanesulfonanilide), NOCC(=O)OC(C)(C)C (tert-butyl aminooxyacetate). The solvent is C(C)O (ethanol). The product is C(C)(C)(C)OC(=O)CON=C(C)C1=CC(=C(NS(=O)(=O)C)C=C1)OC1=C(C=C(C=C1)F)F (4'-[1-(tertbutyloxycarbonylmethoxyimino)ethyl]-2'-(2,4-difluorophenoxy)methanesulfonanilide). Yield: 125.8%. RXN SMILES: [C:1]([C:4]1[CH:14]=[CH:13][C:7]([NH:8][S:9]([CH3:12])(=[O:11])=[O:10])=[C:6]([O:15][C:16]2[CH:21]=[CH:20][C:19]([F:22])=[CH:18][C:17]=2[F:23])[CH:5]=1)(=O)[CH3:2].[NH2:24][O:25][CH2:26][C:27]([O:29][C:30]([CH3:33])([CH3:32])[CH3:31])=[O:28]>C(O)C>[C:30]([O:29][C:27]([CH2:26][O:25][N:24]=[C:1]([C:4]1[CH:14]=[CH:13][C:7]([NH:8][S:9]([CH3:12])(=[O:11])=[O:10])=[C:6]([O:15][C:16]2[CH:21]=[CH:20][C:19]([F:22])=[CH:18][C:17]=2[F:23])[CH:5]=1)[CH3:2])=[O:28])([CH3:33])([CH3:32])[CH3:31]. Reported procedure: A mixture of 4'-acetyl-2'-(2,4-difluorophenoxy)methanesulfonanilide (1.5 g) and tert-butyl aminooxyacetate (0.71 g) in ethanol (5 ml) was refluxed for 13 hours. The mixture was concentrated and the residue was dissolved in ethyl acetate, washed with water, dried over magnesium sulfate, and concentrated under reduced pressure. The residual oil was suspended in ether and the insoluble material was filtered off. The filtrate was concentrated to give an cil of 4'-[1-(tertbutyloxycarbonylmethoxyimino... Starting materials: Cl.C[C@@H]1CNC[C@H](C1)C ((3S,5S)-3,5-dimethylpiperidine, hydrochloride), ClCCCO (3-chloropropanol), C([O-])([O-])=O.[K+].[K+] (potassium carbonate), [I-].[K+] (potassium iodide). The solvent is CC(=O)C (acetone). The product is OCCCN1C[C@H](C[C@@H](C1)C)C ((3S,5S)-1-(3-hydroxypropyl)-3,5-dimethylpiperidine). RXN SMILES: Cl.[CH3:2][C@H:3]1[CH2:8][C@H:7]([CH3:9])[CH2:6][NH:5][CH2:4]1.Cl[CH2:11][CH2:12][CH2:13][OH:14].C(=O)([O-])[O-].[K+].[K+].[I-].[K+]>CC(C)=O>[OH:14][CH2:13][CH2:12][CH2:11][N:5]1[CH2:6][C@@H:7]([CH3:9])[CH2:8][C@H:3]([CH3:2])[CH2:4]1 |f:0.1,3.4.5,6.7|. Procedure details: A mixture of (3S,5S)-3,5-dimethylpiperidine, hydrochloride (2.58 g), 3-chloropropanol (1.44 mL), potassium carbonate (3.58 g) and a catalytic amount of potassium iodide in acetone (10 mL) is stirred under reflux for 24 h. Precipitate is filtrated and rinsed with acetone. Filtrate is concentrated under reduced pressure and purified by chromatography over silica gel with a gradient dichloromethane/methanol/triethylamine from 80/20/1 to 50/50/1 to give 1.9 g of (3S,5S)-1-(3-hydroxypropyl)-3,5-dimet... The reactants are COC=1C=C(C=CC1OC)C(=CC(=O)OC)C1=CC(=C(C=C1)OC)OC (methyl 3,3-bis-(3,4-dimethoxyphenyl)acrylate), C(C)OP(OCC)(=O)CC#N (diethylcyanomethylphosphonate), C[Si]([N-][Si](C)(C)C)(C)C.[Li+] (lithium hexamethyldisilazide), COC=1C=C(C(=O)C2=CC=C(C=C2)F)C=CC1OC (3,4-dimethoxy-4'-fluorobenzophenone). The product is COC=1C=C(C=CC1OC)C(=CC#N)C1=CC=C(C=C1)F (3-(3,4-Dimethoxyphenyl)-3-(4'-fluorophenyl)acrylonitrile), mixture. Isolated yield 55.0%. As a reaction SMILES: COC1C=C(C(C2C=CC(OC)=C(OC)C=2)=CC(OC)=O)C=CC=1OC.[CH3:27][O:28][C:29]1[CH:30]=[C:31]([CH:41]=[CH:42][C:43]=1[O:44][CH3:45])[C:32]([C:34]1[CH:39]=[CH:38][C:37]([F:40])=[CH:36][CH:35]=1)=O.C(OP([CH2:54][C:55]#[N:56])(=O)OCC)C.C[Si](C)(C)[N-][Si](C)(C)C.[Li+]>>[CH3:27][O:28][C:29]1[CH:30]=[C:31]([C:32]([C:34]2[CH:39]=[CH:38][C:37]([F:40])=[CH:36][CH:35]=2)=[CH:54][C:55]#[N:56])[CH:41]=[CH:42][C:43]=1[O:44][CH3:45] |f:3.4|. Procedure: 3-(3,4-Dimethoxyphenyl)-3-(4'-fluorophenyl)acrylonitrile was prepared analogously to methyl 3,3-bis-(3,4-dimethoxyphenyl)acrylate using 3,4-dimethoxy-4'-fluorobenzophenone (1.3 g, 5 mmol), diethylcyanomethylphosphonate (0.91 mL, 5.5 mmol) and lithium hexamethyldisilazide (5.5 mL, 5.5 mmol, 1M) with a reaction time of 22 hours at room temperature. The crude product was purified by chromatography (silica gel, 1% ethyl acetate/methylene chloride) to afford 2.38 g (55%) of a mixture of the E and Z i... The reactants are C1CCNCC1, CN1CCN(C2CC3C4CCC5CC6OC6CC5(C)C4CCC3(C)C2O)CC1, O. Product: CN1CCN(C2CC3C4CCC5CC(O)C(N6CCCCC6)CC5(C)C4CCC3(C)C2O)CC1. RXN SMILES: [CH2:29]1[CH2:30][CH2:31][NH:32][CH2:33][CH2:34]1.[O:1]1[CH:2]2[CH:3]1[CH2:4][CH:5]1[CH2:6][CH2:7][CH:8]3[CH:9]4[CH2:10][CH:11]([N:22]5[CH2:23][CH2:24][N:25]([CH3:28])[CH2:26][CH2:27]5)[CH:12]([OH:21])[C:13]4([CH3:14])[CH2:15][CH2:16][CH:17]3[C:18]1([CH3:20])[CH2:19]2.[OH2:35]>>[OH:1][CH:3]1[CH:2]([N:32]2[CH2:31][CH2:30][CH2:29][CH2:34][CH2:33]2)[CH2:19][C:18]2([CH3:20])[CH:5]([CH2:4]1)[CH2:6][CH2:7][CH:8]1[CH:9]3[CH2:10][CH:11]([N:22]4[CH2:23][CH2:24][N:25]([CH3:28])[CH2:26][CH2:27]4)[CH:12]([OH:21])[C:13]3([CH3:14])[CH2:15][CH2:16][CH:17]12.